Dataset: the Open Reaction Database (ORD), a public repository of structured organic reaction records. Task: describe an organic reaction: reactants, conditions, products, and yield The reactants are C1(CC1)COC1CCNCC1 (4-Cyclopropylmethoxypiperidine), ClCCCN1C(COC2=C1C=C(C=C2F)F)=O (4-(3-chloropropyl)-6,8-difluoro-4H-benzo[1,4]oxazin-3-one), C(=O)([O-])[O-].[K+].[K+] (K2CO3). Product: C1(CC1)COC1CCN(CC1)CCCN1C(COC2=C1C=C(C=C2F)F)=O (4-[3-(4-Cyclopropylmethoxypiperidin-1-yl)propyl]-6,8-difluoro-4H-benzo[1,4]oxazin-3-one). Yield: 50.4%. Reaction SMILES: [CH:1]1([CH2:4][O:5][CH:6]2[CH2:11][CH2:10][NH:9][CH2:8][CH2:7]2)[CH2:3][CH2:2]1.Cl[CH2:13][CH2:14][CH2:15][N:16]1[C:21]2[CH:22]=[C:23]([F:27])[CH:24]=[C:25]([F:26])[C:20]=2[O:19][CH2:18][C:17]1=[O:28].C([O-])([O-])=O.[K+].[K+]>>[CH:1]1([CH2:4][O:5][CH:6]2[CH2:11][CH2:10][N:9]([CH2:13][CH2:14][CH2:15][N:16]3[C:21]4[CH:22]=[C:23]([F:27])[CH:24]=[C:25]([F:26])[C:20]=4[O:19][CH2:18][C:17]3=[O:28])[CH2:8][CH2:7]2)[CH2:2][CH2:3]1 |f:2.3.4|. Procedure details: 4-Cyclopropylmethoxypiperidine (0.076 g, 0.49 mmol), 4-(3-chloropropyl)-6,8-difluoro-4H-benzo[1,4]oxazin-3-one (0.143 g, 0.55 mmol), K2CO3 (0.136 g, 0.98 mmol) and KI (0.147 g, 0.98 mmol) were mixed according to GP3. Purified by prep TLC (SiO2; heptanes/EtOAc 1:1) to give the title compound (0.094 g, 50%). 1H NMR (CDCl3) δ 6.83-6.78 (m, 1H), 6.60-6.54 (m, 1H), 4.60 (s, 1H), 3.92 (t, J=6.8 Hz, 2H), 3.36-3.24 (m, 3H), 2.77-2.68 (m, 2H), 2.34 (t, J=6.8 Hz, 2H), 2.09 (t, J=9.6 Hz, 2H), 1.93-1.76 (m,... The reactants are CCS(=O)(=O)c1ccc(NC(=O)CCCc2ccc(B(O)O)cc2)cc1C#N, CCOC(=O)CC(NC(=O)OCc1ccccc1)c1cccc(NC(=O)OCCc2ccc(Br)cc2C)c1. RXN SMILES: [C:1]([c:2]1[cH:3][c:4]([NH:5][C:6](=[O:7])[CH2:8][CH2:9][CH2:10][c:11]2[cH:12][cH:13][c:14]([B:25]([OH:26])[OH:27])[cH:15][cH:16]2)[cH:17][cH:18][c:19]1[S:20]([CH2:21][CH3:22])(=[O:23])=[O:24])#[N:28].[CH2:29]([c:30]1[cH:31][cH:32][cH:33][cH:34][cH:35]1)[O:36][C:37](=[O:38])[NH:39][CH:40]([CH2:41][C:42](=[O:43])[O:44][CH2:45][CH3:46])[c:47]1[cH:48][c:49]([NH:53][C:54](=[O:55])[O:56][CH2:57][CH2:58][c:59]2[c:60]([CH3:66])[cH:61][c:62]([Br:65])[cH:63][cH:64]2)[cH:50][cH:51][cH:52]1>>[B:25]([OH:26])([OH:27])[c:62]1[cH:61][c:60]([CH3:66])[c:59]([CH2:58][CH2:57][O:56][C:54]([NH:53][c:49]2[cH:48][c:47]([CH:40]([NH:39][C:37]([O:36][CH2:29][c:30]3[cH:31][cH:32][cH:33][cH:34][cH:35]3)=[O:38])[CH2:41][C:42](=[O:43])[O:44][CH2:45][CH3:46])[cH:52][cH:51][cH:50]2)=[O:55])[cH:64][cH:63]1. Yields the product CCOC(=O)CC(NC(=O)OCc1ccccc1)c1cccc(NC(=O)OCCc2ccc(B(O)O)cc2C)c1.